From a dataset of the Open Reaction Database (ORD), a public repository of structured organic reaction records. describe an organic reaction: reactants, conditions, products, and yield Reactants: CN1C(=NC2=CC=CC(=C2C1=O)C)S (3,5-dimethyl-2-mercaptoquinazolin-4-one), C1CCOC1 (THF), [OH-].[Na+] (sodium hydroxide), [N+](=O)([O-])C1=CC=C(C(=O)C2=CC=C(CBr)C=C2)C=C1 (4-(4-nitrobenzoyl)benzyl bromide). Run in CCO (EtOH). Reaction conditions: time 8 hour. The product is CN1C(=NC2=CC=CC(=C2C1=O)C)SCC1=CC=C(C=C1)C(C1=CC=C(C=C1)[N+](=O)[O-])=O (3,5-Dimethyl-2-[4-(4-nitrobenzoyl)benzyl]thio-4(3H)-quinazolinone). RXN SMILES: [CH3:1][N:2]1[C:11](=[O:12])[C:10]2[C:5](=[CH:6][CH:7]=[CH:8][C:9]=2[CH3:13])[N:4]=[C:3]1[SH:14].C1COCC1.[OH-].[Na+].[N+:22]([C:25]1[CH:40]=[CH:39][C:28]([C:29]([C:31]2[CH:38]=[CH:37][C:34]([CH2:35]Br)=[CH:33][CH:32]=2)=[O:30])=[CH:27][CH:26]=1)([O-:24])=[O:23]>CCO>[CH3:1][N:2]1[C:11](=[O:12])[C:10]2[C:5](=[CH:6][CH:7]=[CH:8][C:9]=2[CH3:13])[N:4]=[C:3]1[S:14][CH2:35][C:34]1[CH:37]=[CH:38][C:31]([C:29](=[O:30])[C:28]2[CH:39]=[CH:40][C:25]([N+:22]([O-:24])=[O:23])=[CH:26][CH:27]=2)=[CH:32][CH:33]=1 |f:2.3|. Procedure details: To a solution of 3,5-dimethyl-2-mercaptoquinazolin-4-one (2.03 g, 9.74 mmol) in EtOH (30.0 ml)-THF (30.0 ml) was added 1N-aqueous sodium hydroxide solution (10.0 ml). Then, 4-(4-nitrobenzoyl)benzyl bromide (3.50 g, 10.9 mmol) was added and the mixture was stirred at room temperature overnight. The solvent was then distilled off and the residue was dissolved in ethyl acetate and washed with saturated aqueous NaCl solution. The organic layer was dried over MgSO4 and concentrated under reduced pres... Starting materials: C1(=CC=CC2=CC=CC=C12)O (naphthalen-1-ol), C1(=CC=CC2=CC=CC=C12)OCCCCCCCCC(=O)O (9-(naphthalen-1-yloxy)-nonanoic acid), Cl.Cl.C(C1=CC=CC=C1)OC(C[C@H](CN(C)C)N)=O ((R)-3-amino-4-dimethylamino-butyric acid benzyl ester dihydrochloride), BrCCCCCCCCCO (9-bromo-1-nonanol), C1(=CC=CC2=CC=CC=C12)OCCCCCCCCCO (9-(naphthalen-1-yloxy)-nonan-1-ol). Yields the product C(C1=CC=CC=C1)OC(C[C@H](CN(C)C)NC(CCCCCCCCOC1=CC=CC2=CC=CC=C12)=O)=O ((R)-4-dimethylamino-3-[9-(naphthalen-1-yloxy)-nonanoylamino]-butyric acid benzyl ester). As a reaction SMILES: C1(O)C2C(=CC=CC=2)C=CC=1.BrCCCCCCCCCO.[C:23]1([O:33][CH2:34][CH2:35][CH2:36][CH2:37][CH2:38][CH2:39][CH2:40][CH2:41][CH2:42][OH:43])[C:32]2[C:27](=[CH:28][CH:29]=[CH:30][CH:31]=2)[CH:26]=[CH:25][CH:24]=1.C1(OCCCCCCCCC(O)=O)C2C(=CC=CC=2)C=CC=1.Cl.Cl.[CH2:68]([O:75][C:76](=[O:84])[CH2:77][C@@H:78]([NH2:83])[CH2:79][N:80]([CH3:82])[CH3:81])[C:69]1[CH:74]=[CH:73][CH:72]=[CH:71][CH:70]=1>>[CH2:68]([O:75][C:76](=[O:84])[CH2:77][C@@H:78]([NH:83][C:42](=[O:43])[CH2:41][CH2:40][CH2:39][CH2:38][CH2:37][CH2:36][CH2:35][CH2:34][O:33][C:23]1[C:32]2[C:27](=[CH:28][CH:29]=[CH:30][CH:31]=2)[CH:26]=[CH:25][CH:24]=1)[CH2:79][N:80]([CH3:81])[CH3:82])[C:69]1[CH:74]=[CH:73][CH:72]=[CH:71][CH:70]=1 |f:4.5.6|. Procedure: The title compound, m/e=429.5 ([M+H]+), was produced in analogy with example 18, steps 1 to 4. Thus, naphthalen-1-ol was alkylated in step 1 with 9-bromo-1-nonanol, leading to 9-(naphthalen-1-yloxy)-nonan-1-ol, which was oxidized in step 2 to 9-(naphthalen-1-yloxy)-nonanoic acid. This was coupled in step 3 with (R)-3-amino-4-dimethylamino-butyric acid benzyl ester dihydrochloride to produce (R)-4-dimethylamino-3-[9-(naphthalen-1-yloxy)-nonanoylamino]-butyric acid benzyl ester, which was hydrogen... The reactants are C(O)([O-])=O.[Na+] (sodium hydrogen carbonate), NCC(C1=CC(=CC=C1)C(F)(F)F)NC(OC(C)(C)C)=O (tert-Butyl {2-amino-1-[3-(trifluoromethyl)phenyl]ethyl}carbamate), C(C)#N (acetonitrile), C(C)(C)N(C(C)C)CC (N,N-diisopropylethylamine), ClC(=O)OCCBr (2-bromoethyl chloroformate), C(C)#N (acetonitrile). Run in C(C)(=O)OCC (ethyl acetate). Reaction conditions: time 10 minute. Yields the product FC(C=1C=C(C=CC1)C(CNC(OC(C)(C)C)=O)NC(OCCBr)=O)(F)F (2-Bromoethyl tert-butyl {1-[3-(trifluoromethyl)phenyl]ethane-1,2-diyl}biscarbamate). RXN SMILES: [NH2:1][CH2:2][CH:3]([NH:14]C(=O)OC(C)(C)C)[C:4]1[CH:9]=[CH:8][CH:7]=[C:6]([C:10]([F:13])([F:12])[F:11])[CH:5]=1.C(N(CC)[CH:26]([CH3:28])[CH3:27])(C)C.Cl[C:32]([O:34][CH2:35][CH2:36][Br:37])=[O:33].[C:38](=[O:41])([O-])[OH:39].[Na+].[C:43](#N)C>C(OCC)(=O)C>[F:13][C:10]([F:11])([F:12])[C:6]1[CH:5]=[C:4]([CH:3]([NH:14][C:32](=[O:33])[O:34][CH2:35][CH2:36][Br:37])[CH2:2][NH:1][C:38](=[O:41])[O:39][C:26]([CH3:28])([CH3:43])[CH3:27])[CH:9]=[CH:8][CH:7]=1 |f:3.4|. Reported procedure: A solution of 272 mg (0.89 mmol) of the compound from Example 101A and 171 μl (0.98 mmol) of N,N-diisopropylethylamine in 3 ml of acetonitrile was admixed dropwise with a solution of 106 μl (0.98 mmol) of 2-bromoethyl chloroformate in 2 ml of acetonitrile. For work-up, after 10 minutes, ethyl acetate and saturated aqueous sodium hydrogen carbonate solution were added. The organic phase was separated, washed again with saturated aqueous sodium hydrogen carbonate solution, dried over sodium sulpha... Starting materials: Cl.CNC (dimethylamine hydrochloride), O.ON1N=NC2=C1C=CC=C2 (1-hydroxybenzotriazole monohydrate), Cl.CN(CCCN=C=NCC)C (1-(3-dimethylaminopropyl)-3-ethylcarbodiimide hydrochloride), ClC=1C=C2C=C(NC2=CC1)C(=O)N[C@H]1[C@H](C[C@@H](CC1)C(=O)O)NC(=O)C=1SC=2CN(CCC2N1)C ((1R*,3S*,4R*)-4-{[(5-Chloroindol-2-yl)carbonyl]amino}-3-{[(5-methyl-4,5,6,7-tetrahydrothiazolo[5,4-c]pyridin-2-yl)carbonyl]amino}cyclohexanecarboxylic acid). The solvent is C(Cl)(Cl)Cl (chloroform), C(C)N(CC)CC (Triethylamine). Conditions: time 72 hour. Yields the product Cl.ClC=1C=C2C=C(NC2=CC1)C(=O)N[C@@H]1[C@@H](C[C@H](CC1)C(=O)N(C)C)NC(=O)C=1SC=2CN(CCC2N1)C (N-{(1R*,2S*,5S*)-2-{[(5-Chloroindol-2-yl)carbonyl]amino}-5-[(dimethylamino)carbonyl]cyclohexyl}-5-methyl-4,5,6,7-tetrahydrothiazolo[5,4-c]pyridine-2-carboxamide hydrochloride). Isolated yield 118.7%. As a reaction SMILES: Cl.[CH3:2][NH:3][CH3:4].O.ON1C2C=CC=CC=2N=N1.Cl.CN(C)CCCN=C=NCC.[Cl:28][C:29]1[CH:30]=[C:31]2[C:35](=[CH:36][CH:37]=1)[NH:34][C:33]([C:38]([NH:40][C@@H:41]1[CH2:46][CH2:45][C@@H:44]([C:47]([OH:49])=O)[CH2:43][C@@H:42]1[NH:50][C:51]([C:53]1[S:54][C:55]3[CH2:56][N:57]([CH3:62])[CH2:58][CH2:59][C:60]=3[N:61]=1)=[O:52])=[O:39])=[CH:32]2>C(Cl)(Cl)Cl.C(N(CC)CC)C>[ClH:28].[Cl:28][C:29]1[CH:30]=[C:31]2[C:35](=[CH:36][CH:37]=1)[NH:34][C:33]([C:38]([NH:40][C@H:41]1[CH2:46][CH2:45][C@H:44]([C:47]([N:3]([CH3:4])[CH3:2])=[O:49])[CH2:43][C@H:42]1[NH:50][C:51]([C:53]1[S:54][C:55]3[CH2:56][N:57]([CH3:62])[CH2:58][CH2:59][C:60]=3[N:61]=1)=[O:52])=[O:39])=[CH:32]2 |f:0.1,2.3,4.5,9.10|. Procedure details: Triethylamine (0.25 ml), dimethylamine hydrochloride (133 mg), 1-hydroxybenzotriazole monohydrate (53 mg) and 1-(3-dimethylaminopropyl)-3-ethylcarbodiimide hydrochloride (75 mg) were added to a chloroform suspension (10 ml) of the compound (168 mg) obtained in Example 56, and the mixture was stirred for 72 hours. The solvent was distilled off under reduced pressure, and water was added to the residue to conduct extraction with chloroform. The resultant organic layer was washed with saturated aqu...